This data is from the Open Reaction Database (ORD), a public repository of structured organic reaction records. The task is: describe an organic reaction: reactants, conditions, products, and yield Reactants: CCC1Oc2cc(C(=O)OC)ccc2NC1=O, CN(C)C=O, CCOC(C)=O, [H-], CC(C)I, [Na+], O. Yields the product CCC1Oc2cc(C(=O)OC)ccc2N(C(C)C)C1=O. RXN SMILES: [CH2:1]([CH3:2])[CH:3]1[O:4][c:5]2[c:6]([cH:10][cH:11][c:12]([C:14](=[O:15])[O:16][CH3:17])[cH:13]2)[NH:7][C:8]1=[O:9].[CH3:25][N:26]([CH3:27])[CH:28]=[O:29].[CH3:30][CH2:31][O:32][C:33](=[O:34])[CH3:35].[H-:18].[I:20][CH:21]([CH3:22])[CH3:23].[Na+:19].[OH2:24]>>[CH2:1]([CH3:2])[CH:3]1[O:4][c:5]2[c:6]([cH:10][cH:11][c:12]([C:14](=[O:15])[O:16][CH3:17])[cH:13]2)[N:7]([CH:21]([CH3:22])[CH3:23])[C:8]1=[O:9]. Starting materials: Cl.FC1=CC=C(C=C1)/C=C/C1=CC=C(C=C1)S(=O)(=O)C=1C=C(C=CC1)N ([3-({4-[(E)-2-(4-fluorophenyl)vinyl]phenyl}sulfonyl)phenyl]amine hydrochloride), [O-]C#N.[K+] (potassium cyanate), C(C)(=O)O (acetic acid). The solvent is O (water). Run at time 16 hour. Yields the product C(C)(=O)OCC.CCCC(C)C (ethyl acetate isohexane), FC1=CC=C(C=C1)/C=C/C1=CC=C(C=C1)S(=O)(=O)C=1C=C(C=CC1)NC(=O)N (N-[3-({4-[(E)-2-(4-fluorophenyl)vinyl]phenyl}sulfonyl)phenyl]urea). Yield: 40.0%. Reaction SMILES: Cl.[F:2][C:3]1[CH:8]=[CH:7][C:6](/[CH:9]=[CH:10]/[C:11]2[CH:16]=[CH:15][C:14]([S:17]([C:20]3[CH:21]=[C:22]([NH2:26])[CH:23]=[CH:24][CH:25]=3)(=[O:19])=[O:18])=[CH:13][CH:12]=2)=[CH:5][CH:4]=1.[O-:27][C:28]#[N:29].[K+].[C:31]([OH:34])(=[O:33])[CH3:32]>O>[C:31]([O:34][CH2:24][CH3:25])(=[O:33])[CH3:32].[CH3:3][CH2:4][CH2:5][CH:6]([CH3:9])[CH3:7].[F:2][C:3]1[CH:4]=[CH:5][C:6](/[CH:9]=[CH:10]/[C:11]2[CH:12]=[CH:13][C:14]([S:17]([C:20]3[CH:21]=[C:22]([NH:26][C:28]([NH2:29])=[O:27])[CH:23]=[CH:24][CH:25]=3)(=[O:19])=[O:18])=[CH:15][CH:16]=2)=[CH:7][CH:8]=1 |f:0.1,2.3,6.7|. Procedure details: A mixture of [3-({4-[(E)-2-(4-fluorophenyl)vinyl]phenyl}sulfonyl)phenyl]amine hydrochloride (Example 212, 100 mg, 0.26 mmol) and potassium cyanate (63 mg, 0.78 mol) in acetic acid (3 mL) and water (0.5 mL) was stirred at room temperature for 16 hours. The acetic acid was removed in vacuo and the residue partitioned between ethyl acetate and water. The organic layer was washed with aqueous sodium hydrogencarbonate solution and brine, dried over MgSO4 and evaporated in vacuo. The residue was purif...